Dataset: the Open Reaction Database (ORD), a public repository of structured organic reaction records. Task: describe an organic reaction: reactants, conditions, products, and yield Starting materials: BrC=1C(=C(C=C(C1C)Cl)C(C)N1N=C(C=2C1=NC=NC2N)C)OC (1-[1-(3-bromo-5-chloro-2-methoxy-4-methylphenyl)ethyl]-3-methyl-1H-pyrazolo[3,4-d]pyrimidin-4-amine), CC1(OB(OC1(C)C)C1=CC(=NC=C1)C#N)C (4-(4,4,5,5-tetramethyl-1,3,2-dioxaborolan-2-yl)pyridine-2-carbonitrile), C([O-])([O-])=O.[Na+].[Na+] (sodium carbonate), ClCCl (dichloromethane). The reagents and catalysts are Cl[Pd]Cl.C1(=CC=CC=C1)P([C-]1C=CC=C1)C1=CC=CC=C1.[C-]1(C=CC=C1)P(C1=CC=CC=C1)C1=CC=CC=C1.[Fe+2] ([1,1′-bis(diphenylphosphino)ferrocene]-dichloropalladium(II)). The solvent is C(C)#N (acetonitrile), O (water). Reaction conditions: temperature 95 celsius, time 2 hour. Yields the product NC1=C2C(=NC=N1)N(N=C2C)C(C)C=2C(=C(C(=C(C2)Cl)C)C2=CC(=NC=C2)C#N)OC (4-{3-[1-(4-Amino-3-methyl-1H-pyrazolo[3,4-d]pyrimidin-1-yl)ethyl]-5-chloro-2-methoxy-6-methylphenyl}pyridine-2-carbonitrile). RXN SMILES: Br[C:2]1[C:3]([O:23][CH3:24])=[C:4]([CH:10]([N:12]2[C:16]3=[N:17][CH:18]=[N:19][C:20]([NH2:21])=[C:15]3[C:14]([CH3:22])=[N:13]2)[CH3:11])[CH:5]=[C:6]([Cl:9])[C:7]=1[CH3:8].CC1(C)C(C)(C)OB([C:33]2[CH:38]=[CH:37][N:36]=[C:35]([C:39]#[N:40])[CH:34]=2)O1.C(=O)([O-])[O-].[Na+].[Na+].ClCCl>C(#N)C.Cl[Pd]Cl.C1(P(C2C=CC=CC=2)[C-]2C=CC=C2)C=CC=CC=1.[C-]1(P(C2C=CC=CC=2)C2C=CC=CC=2)C=CC=C1.[Fe+2].O>[NH2:21][C:20]1[N:19]=[CH:18][N:17]=[C:16]2[N:12]([CH:10]([C:4]3[C:3]([O:23][CH3:24])=[C:2]([C:33]4[CH:38]=[CH:37][N:36]=[C:35]([C:39]#[N:40])[CH:34]=4)[C:7]([CH3:8])=[C:6]([Cl:9])[CH:5]=3)[CH3:11])[N:13]=[C:14]([CH3:22])[C:15]=12 |f:2.3.4,7.8.9.10|. Procedure details: A mixture of 1-[1-(3-bromo-5-chloro-2-methoxy-4-methylphenyl)ethyl]-3-methyl-1H-pyrazolo[3,4-d]pyrimidin-4-amine (peak 1 from Example 167, step 4, 322 mg, 0.76 mmol), 4-(4,4,5,5-tetramethyl-1,3,2-dioxaborolan-2-yl)pyridine-2-carbonitrile (210 mg, 0.91 mmol, from Combi-Blocks Catalog, item # PN-0143), sodium carbonate (130 mg, 1.2 mmol) and [1,1′-bis(diphenylphosphino)ferrocene]-dichloropalladium(II), complex with dichloromethane (1:1) (99 mg, 0.12 mmol) in acetonitrile (5 mL)/water (2 mL) was de... Starting materials: BrCCBr, CC1CCCC(I)C1, C[Si](C)(C)Cl, CSc1nsc(Cl)n1, ClCCl, Cl[Pd]Cl, C1CCOC1, [Zn]. The product is CSc1nsc(C2CCCC(C)C2)n1. As a reaction SMILES: [Br:1][CH2:2][CH2:3][Br:4].[CH3:10][CH:11]1[CH2:12][CH:13]([I:17])[CH2:14][CH2:15][CH2:16]1.[CH3:5][Si:6]([Cl:7])([CH3:8])[CH3:9].[Cl:18][c:19]1[n:20][c:21]([S:24][CH3:25])[n:22][s:23]1.[Cl:27][CH2:28][Cl:29].[Cl:30][Pd:31][Cl:32].[O:33]1[CH2:34][CH2:35][CH2:36][CH2:37]1.[Zn:26]>>[CH3:10][CH:11]1[CH2:12][CH:13]([c:19]2[n:20][c:21]([S:24][CH3:25])[n:22][s:23]2)[CH2:14][CH2:15][CH2:16]1.